From a dataset of the Open Reaction Database (ORD), a public repository of structured organic reaction records. describe an organic reaction: reactants, conditions, products, and yield Reactants: C(C1=CC=CC=C1)=C(C(=O)O)CC(=O)N1C[C@H]2CCCC[C@H]2C1 (2-benzylidene-3-(cis-hexahydro-2-isoindolinylcarbonyl)propionic acid). Reagents/catalysts: [Rh].C1=CCCC=CCC1.F[B-](F)(F)F.[H+] (rhodium 1,5-cyclooctadiene tetrafluoroboric acid). Product: C=1C=CC(=CC1)C[C@@H](CC(=O)N2C[C@H]3CCCC[C@H]3C2)C(=O)O (mitiglinide). RXN SMILES: [CH:1](=[C:8]([CH2:12][C:13]([N:15]1[CH2:23][C@H:22]2[C@H:17]([CH2:18][CH2:19][CH2:20][CH2:21]2)[CH2:16]1)=[O:14])[C:9]([OH:11])=[O:10])[C:2]1[CH:7]=[CH:6][CH:5]=[CH:4][CH:3]=1>[Rh].C1CCC=CCCC=1.F[B-](F)(F)F.[H+]>[CH:5]1[CH:4]=[CH:3][C:2]([CH2:1][C@H:8]([C:9]([OH:11])=[O:10])[CH2:12][C:13]([N:15]2[CH2:16][C@H:17]3[C@H:22]([CH2:21][CH2:20][CH2:19][CH2:18]3)[CH2:23]2)=[O:14])=[CH:7][CH:6]=1 |f:1.2.3.4|. Procedure: The preparation was carried out in the same manner as in Example 1, except that 1.94 mg of rhodium-1,5-cyclooctadiene-tetrafluoroboric acid complex hydrate (S/C=10000) was used instead of 1.18 mg of rhodium-1,5-cyclooctadiene-chloride complex of Example 1. After the reaction, the residual ratio of 2-benzylidene-3-(cis-hexahydro-2-isoindolinylcarbonyl)propionic acid was 2.21%, and the optical purity of mitiglinide thus obtained was 95.9% e.e. Starting materials: CC1(C)C2CCC1(C)C(O)C2, CC(=O)O. Product: CC12CCC(CC1=O)C2(C)C. Reaction SMILES: [C:1]12([CH3:11])[CH:2]([OH:10])[CH2:3][CH:4]([CH2:5][CH2:6]1)[C:7]2([CH3:8])[CH3:9].[CH3:12][C:13](=[O:14])[OH:15]>>[C:1]12([CH3:11])[C:2](=[O:10])[CH2:3][CH:4]([CH2:5][CH2:6]1)[C:7]2([CH3:8])[CH3:9]. Reactants: COCn1cc(Br)c2c(Cl)ncnc21, [NH4+], [OH-]. Product: COCn1cc(Br)c2c(N)ncnc21. Reaction SMILES: [Br:1][c:2]1[cH:3][n:4]([CH2:12][O:13][CH3:14])[c:5]2[n:6][cH:7][n:8][c:9]([Cl:11])[c:10]12.[NH4+:15].[OH-:16]>>[Br:1][c:2]1[cH:3][n:4]([CH2:12][O:13][CH3:14])[c:5]2[n:6][cH:7][n:8][c:9]([NH2:15])[c:10]12. The reactants are COc1ccc2ncc(=O)n(CCN3CCC(N(Cc4nc5c(cc4Cl)SCC(=O)N5)C(=O)OC(C)(C)C)CC3)c2c1, CN(C)C=O, CI, Cc1ccccc1, CCOC(C)=O, [H-], [Na+], O. The product is COc1ccc2ncc(=O)n(CCN3CCC(N(Cc4nc5c(cc4Cl)SCC(=O)N5C)C(=O)OC(C)(C)C)CC3)c2c1. Reaction SMILES: [C:6]([CH3:7])([CH3:8])([CH3:9])[O:10][C:11]([N:12]([CH:13]1[CH2:14][CH2:15][N:16]([CH2:19][CH2:20][n:21]2[c:22](=[O:33])[cH:23][n:24][c:25]3[cH:26][cH:27][c:28]([O:31][CH3:32])[cH:29][c:30]23)[CH2:17][CH2:18]1)[CH2:34][c:35]1[c:36]([Cl:46])[cH:37][c:38]2[c:43]([n:44]1)[NH:42][C:41](=[O:45])[CH2:40][S:39]2)=[O:47].[CH3:1][N:2]([CH3:3])[CH:4]=[O:5].[CH3:50][I:51].[CH3:52][c:53]1[cH:54][cH:55][cH:56][cH:57][cH:58]1.[CH3:59][CH2:60][O:61][C:62](=[O:63])[CH3:64].[H-:48].[Na+:49].[OH2:65]>>[CH3:1][N:42]1[C:41](=[O:45])[CH2:40][S:39][c:38]2[cH:37][c:36]([Cl:46])[c:35]([CH2:34][N:12]([C:11]([O:10][C:6]([CH3:7])([CH3:8])[CH3:9])=[O:47])[CH:13]3[CH2:14][CH2:15][N:16]([CH2:19][CH2:20][n:21]4[c:22](=[O:33])[cH:23][n:24][c:25]5[cH:26][cH:27][c:28]([O:31][CH3:32])[cH:29][c:30]45)[CH2:17][CH2:18]3)[n:44][c:43]21. Reactants: BrC1=CN=CN1C (5-bromo-1-methyl-1H-imidazole), C(C)(C)[Mg]Cl (iPrMgCl), C(=O)C1CCN(CC1)C(=O)OC(C)(C)C (tert-butyl 4-formylpiperidine-1-carboxylate). Solvent: C1CCOC1 (THF). Run at time 25 minute. Yields the product OC(C1CCN(CC1)C(=O)OC(C)(C)C)C1=CN=CN1C (tert-Butyl 4-(hydroxy(1-methyl-1H-imidazol-5-yl)methyl)piperidine-1-carboxylate). RXN SMILES: Br[C:2]1[N:6]([CH3:7])[CH:5]=[N:4][CH:3]=1.C([Mg]Cl)(C)C.[CH:13]([CH:15]1[CH2:20][CH2:19][N:18]([C:21]([O:23][C:24]([CH3:27])([CH3:26])[CH3:25])=[O:22])[CH2:17][CH2:16]1)=[O:14]>C1COCC1>[OH:14][CH:13]([C:2]1[N:6]([CH3:7])[CH:5]=[N:4][CH:3]=1)[CH:15]1[CH2:20][CH2:19][N:18]([C:21]([O:23][C:24]([CH3:27])([CH3:26])[CH3:25])=[O:22])[CH2:17][CH2:16]1. Procedure details: A solution of 5-bromo-1-methyl-1H-imidazole (25.0 g, 155 mmol; dried over 3 Å MS, then filtered) in DCM (310 mL) was stirred on an ice bath while iPrMgCl (72 mL, 2.01 M solution in THF, 145 mmol) was added rapidly dropwise under argon via pressure-equalizing addition funnel. Residual iPrMgCl was rinsed down with 50 mL THF, and the ice bath was removed and the reaction stirred for 25 min. A solution of tert-butyl 4-formylpiperidine-1-carboxylate (27.6 g, 130 mmol) (PharmaCore) in THF (65 mL) was ... Starting materials: COC(=O)c1cc(C)c(OCCCl)s1, COC(=O)c1sc(OCCCl)cc1C, CO, O. Yields the product COC(=O)c1ccc(OCCCl)s1. RXN SMILES: [CH3:15][O:16][C:17]([c:18]1[s:19][c:20]([O:21][CH2:22][CH2:23][Cl:24])[c:25]([CH3:26])[cH:27]1)=[O:28].[CH3:1][O:2][C:3](=[O:4])[c:5]1[s:6][c:7]([O:11][CH2:12][CH2:13][Cl:14])[cH:8][c:9]1[CH3:10].[CH3:29][OH:30].[OH2:31]>>[CH3:1][O:2][C:3](=[O:4])[c:5]1[s:6][c:7]([O:11][CH2:12][CH2:13][Cl:14])[cH:8][cH:9]1. Reactants: BrCC1=NC(=CC2=C1C(=NN2C(C2=CC=CC=C2)(C2=CC=CC=C2)C2=CC=CC=C2)OC)Cl (4-(Bromomethyl)-6-chloro-3-methoxy-1-trityl-1H-pyrazolo[4,3-c]pyridine), C[N+]1(CCOCC1)[O-] (NMO). Solvent: C1CCOC1 (THF). Run at time 8 hour. Product: ClC1=CC2=C(C(=N1)C=O)C(=NN2C(C2=CC=CC=C2)(C2=CC=CC=C2)C2=CC=CC=C2)OC (6-chloro-3-methoxy-1-trityl-1H-pyrazolo[4,3-c]pyridine-4-carbaldehyde). RXN SMILES: Br[CH2:2][C:3]1[C:8]2[C:9]([O:31][CH3:32])=[N:10][N:11]([C:12]([C:25]3[CH:30]=[CH:29][CH:28]=[CH:27][CH:26]=3)([C:19]3[CH:24]=[CH:23][CH:22]=[CH:21][CH:20]=3)[C:13]3[CH:18]=[CH:17][CH:16]=[CH:15][CH:14]=3)[C:7]=2[CH:6]=[C:5]([Cl:33])[N:4]=1.C[N+]1([O-])CC[O:38]CC1>C1COCC1>[Cl:33][C:5]1[N:4]=[C:3]([CH:2]=[O:38])[C:8]2[C:9]([O:31][CH3:32])=[N:10][N:11]([C:12]([C:13]3[CH:18]=[CH:17][CH:16]=[CH:15][CH:14]=3)([C:25]3[CH:30]=[CH:29][CH:28]=[CH:27][CH:26]=3)[C:19]3[CH:24]=[CH:23][CH:22]=[CH:21][CH:20]=3)[C:7]=2[CH:6]=1. Procedure details: 4-(Bromomethyl)-6-chloro-3-methoxy-1-trityl-1H-pyrazolo[4,3-c]pyridine (165 mg, 0.318 mmol) was dissolved in THF (4 mL), charged with NMO (112 mg, 0.954 mmol), and stirred at room temperature overnight. The reaction mixture was concentrated in vacuo and the residue was purified by flash chromatography (10-50% EtOAc/hexanes) to give 6-chloro-3-methoxy-1-trityl-1H-pyrazolo[4,3-c]pyridine-4-carbaldehyde. 1H NMR (500 MHz, CDCl3) δ 10.41 (s, 1H), 7.31 (m, 10H), 7.20 (m, 5H), 6.08 (s, 1H), 4.00 (s, 3H...